This data is from the Open Reaction Database (ORD), a public repository of structured organic reaction records. The task is: describe an organic reaction: reactants, conditions, products, and yield The reactants are C1CCOC1, Cc1cc(C)c(CNC(=O)c2cc(C(O)CO)cc3c2cnn3C2CCCC2)c(=O)[nH]1, O. The product is Cc1cc(C)c(CNC(=O)c2cc(C=O)cc3c2cnn3C2CCCC2)c(=O)[nH]1. As a reaction SMILES: [CH2:32]1[O:33][CH2:34][CH2:35][CH2:36]1.[CH:1]1([n:6]2[n:7][cH:8][c:9]3[c:10]([C:19](=[O:20])[NH:21][CH2:22][c:23]4[c:24](=[O:31])[nH:25][c:26]([CH3:30])[cH:27][c:28]4[CH3:29])[cH:11][c:12]([CH:15]([CH2:16][OH:17])[OH:18])[cH:13][c:14]23)[CH2:2][CH2:3][CH2:4][CH2:5]1.[OH2:37]>>[CH:1]1([n:6]2[n:7][cH:8][c:9]3[c:10]([C:19](=[O:20])[NH:21][CH2:22][c:23]4[c:24](=[O:31])[nH:25][c:26]([CH3:30])[cH:27][c:28]4[CH3:29])[cH:11][c:12]([CH:15]=[O:18])[cH:13][c:14]23)[CH2:2][CH2:3][CH2:4][CH2:5]1. Starting materials: CSC1=NC(=O)C(=Cc2cc(C(C)(C)C)c(O)c(C(C)(C)C)c2)S1, CCO, CC(C)(C)[O-], CC(C)NO, Cl, [K+]. The product is CC(C)N(O)C1=NC(=O)C(=Cc2cc(C(C)(C)C)c(O)c(C(C)(C)C)c2)S1. As a reaction SMILES: [CH3:13][C:14]([CH3:15])([CH3:16])[c:17]1[cH:18][c:19]([CH:28]=[C:29]2[C:30](=[O:36])[N:31]=[C:32]([S:34][CH3:35])[S:33]2)[cH:20][c:21]([C:24]([CH3:25])([CH3:26])[CH3:27])[c:22]1[OH:23].[CH3:37][CH2:38][OH:39].[CH3:7][C:8]([CH3:9])([O-:10])[CH3:11].[CH:2]([CH3:3])([CH3:4])[NH:5][OH:6].[ClH:1].[K+:12]>>[CH:2]([CH3:3])([CH3:4])[N:5]([OH:6])[C:32]1=[N:31][C:30](=[O:36])[C:29](=[CH:28][c:19]2[cH:18][c:17]([C:14]([CH3:13])([CH3:15])[CH3:16])[c:22]([OH:23])[c:21]([C:24]([CH3:25])([CH3:26])[CH3:27])[cH:20]2)[S:33]1. Reactants: C(C1=CC=CC=C1)OC=1C=C(C=CC1N1S(NC(C1)=O)(=O)=O)/C=C/C(C#N)C ((E)-4-[3-benzyloxy-4-(1,1,4-trioxo-1,2,5-thiadiazolidin-2-yl)-phenyl]-2-methyl-but-3-enenitrile). The reagents and catalysts are [OH-].[OH-].[Pd+2] (Pd(OH)2). Run in CCOC(=O)C.CCO (EtOAc EtOH). Conditions: time 2 hour. The product is OC=1C=C(C=CC1N1S(NC(C1)=O)(=O)=O)CCC(C#N)C (4-[3-Hydroxy-4-(1,1,4-trioxo-1,2,5-thiadiazolidin-2-yl)-phenyl]-2-methyl-butyronitrile). Reaction SMILES: C([O:8][C:9]1[CH:10]=[C:11](/[CH:23]=[CH:24]/[CH:25]([CH3:28])[C:26]#[N:27])[CH:12]=[CH:13][C:14]=1[N:15]1[CH2:19][C:18](=[O:20])[NH:17][S:16]1(=[O:22])=[O:21])C1C=CC=CC=1>CCOC(C)=O.CCO.[OH-].[OH-].[Pd+2]>[OH:8][C:9]1[CH:10]=[C:11]([CH2:23][CH2:24][CH:25]([CH3:28])[C:26]#[N:27])[CH:12]=[CH:13][C:14]=1[N:15]1[CH2:19][C:18](=[O:20])[NH:17][S:16]1(=[O:22])=[O:21] |f:1.2,3.4.5|. Reported procedure: A mixture of (E)-4-[3-benzyloxy-4-(1,1,4-trioxo-1,2,5-thiadiazolidin-2-yl)-phenyl]-2-methyl-but-3-enenitrile (10 mg) and Pd(OH)2 (1 mg) in EtOAc/EtOH (3 mL) is hydrogenated at 1 atm for 2 h. The catalyst is filtered and the filtrate evaporated. The residue is washed with 1N HCl and the residue is purified by preparative HPLC to give the title compound: (M−1)−=308; HPLC retention time=0.78 min (method A).